This data is from the Open Reaction Database (ORD), a public repository of structured organic reaction records. The task is: describe an organic reaction: reactants, conditions, products, and yield Starting materials: COC(COC1=C2C(=C(C(=NC2=C(C=C1)F)CC)CC1=CC=C(C=C1)N1N=CC=C1)OC(F)F)=O ([4-difluoromethoxy-2-ethyl-8-fluoro-3-(4-pyrazol-1-ylbenzyl)quinolin-5-yloxy]acetic acid methyl ester), [OH-].[Li+] (lithium hydroxide). Run in O1CCCC1 (tetrahydrofuran). Conditions: time 1 hour. Product: FC(OC1=C(C(=NC2=C(C=CC(=C12)OCC(=O)O)F)CC)CC1=CC=C(C=C1)N1N=CC=C1)F ([4-difluoromethoxy-2-ethyl-8-fluoro-3-(4-pyrazol-1-yl-benzyl)quinolin-5-yloxy]acetic acid). Isolated yield 97.6%. RXN SMILES: C[O:2][C:3](=[O:35])[CH2:4][O:5][C:6]1[CH:15]=[CH:14][C:13]([F:16])=[C:12]2[C:7]=1[C:8]([O:31][CH:32]([F:34])[F:33])=[C:9]([CH2:19][C:20]1[CH:25]=[CH:24][C:23]([N:26]3[CH:30]=[CH:29][CH:28]=[N:27]3)=[CH:22][CH:21]=1)[C:10]([CH2:17][CH3:18])=[N:11]2.[OH-].[Li+]>O1CCCC1>[F:34][CH:32]([F:33])[O:31][C:8]1[C:7]2[C:12](=[C:13]([F:16])[CH:14]=[CH:15][C:6]=2[O:5][CH2:4][C:3]([OH:35])=[O:2])[N:11]=[C:10]([CH2:17][CH3:18])[C:9]=1[CH2:19][C:20]1[CH:25]=[CH:24][C:23]([N:26]2[CH:30]=[CH:29][CH:28]=[N:27]2)=[CH:22][CH:21]=1 |f:1.2|. Reported procedure: A solution of [4-difluoromethoxy-2-ethyl-8-fluoro-3-(4-pyrazol-1-ylbenzyl)quinolin-5-yloxy]acetic acid methyl ester (0.19 g) in tetrahydrofuran (5.0 mL) was treated with 1.0 M aqueous lithium hydroxide solution (0.78 ml), and the resulting solution was stirred at room temperature for 1 hour. The tetrahydrofuran was removed under reduced pressure and the residue acidified by the addition of 0.1M aqueous hydrochloric acid. The mixture was extracted with ethyl acetate and the combined extracts were...